This data is from the Open Reaction Database (ORD), a public repository of structured organic reaction records. The task is: describe an organic reaction: reactants, conditions, products, and yield Reactants: C1CCOC1, CCOC(=O)c1cccc2c(Cl)c3ccccc3cc12, ClC(Cl)(Cl)Cl, Cl, O. The product is OCc1cccc2c(Cl)c3ccccc3cc12. As a reaction SMILES: [CH2:28]1[O:29][CH2:30][CH2:31][CH2:32]1.[Cl:1][c:2]1[c:3]2[cH:4][cH:5][cH:6][c:7]([C:16](=[O:17])[O:18][CH2:19][CH3:20])[c:8]2[cH:9][c:10]2[cH:11][cH:12][cH:13][cH:14][c:15]12.[Cl:23][C:24]([Cl:25])([Cl:26])[Cl:27].[ClH:22].[OH2:21]>>[Cl:1][c:2]1[c:3]2[cH:4][cH:5][cH:6][c:7]([CH2:16][OH:17])[c:8]2[cH:9][c:10]2[cH:11][cH:12][cH:13][cH:14][c:15]12.